The task is: describe an organic reaction: reactants, conditions, products, and yield. This data is from the Open Reaction Database (ORD), a public repository of structured organic reaction records. The reactants are COCCN, ClCCCl, O=Cc1ccc([N+](=O)[O-])cc1. The product is COCCN(C)Cc1ccc([N+](=O)[O-])cc1. RXN SMILES: [CH3:12][O:13][CH2:14][CH2:15][NH2:16].[Cl:17][CH2:18][CH2:19][Cl:20].[N+:1](=[O:2])([O-:3])[c:4]1[cH:5][cH:6][c:7]([CH:8]=[O:9])[cH:10][cH:11]1>>[N+:1](=[O:2])([O-:3])[c:4]1[cH:5][cH:6][c:7]([CH2:8][N:16]([CH2:15][CH2:14][O:13][CH3:12])[CH3:18])[cH:10][cH:11]1. Reactants: CCCS, CO, C[O-], COC(=O)CCc1oc(Cl)nc1-c1ccc(Cl)cc1, [Na+]. The product is CCCSc1nc(-c2ccc(Cl)cc2)c(CCC(=O)OC)o1. RXN SMILES: [CH2:1]([CH2:2][CH3:3])[SH:4].[CH3:27][OH:28].[CH3:5][O-:6].[Cl:8][c:9]1[o:10][c:11]([CH2:21][CH2:22][C:23](=[O:24])[O:25][CH3:26])[c:12](-[c:14]2[cH:15][cH:16][c:17]([Cl:20])[cH:18][cH:19]2)[n:13]1.[Na+:7]>>[CH2:1]([CH2:2][CH3:3])[S:4][c:9]1[o:10][c:11]([CH2:21][CH2:22][C:23](=[O:24])[O:25][CH3:26])[c:12](-[c:14]2[cH:15][cH:16][c:17]([Cl:20])[cH:18][cH:19]2)[n:13]1.